Dataset: the Open Reaction Database (ORD), a public repository of structured organic reaction records. Task: describe an organic reaction: reactants, conditions, products, and yield Reactants: C=CCN(CC=C)c1cc(NC(=O)NCCN2CCC(O)(Cc3ccccc3)CC2)ccn1, NC(Cc1ccc(O)cc1)C(=O)O. The product is Nc1cc(NC(=O)NCCN2CCC(O)(Cc3ccccc3)CC2)ccn1. RXN SMILES: [CH2:1]([c:2]1[cH:3][cH:4][cH:5][cH:6][cH:7]1)[C:8]1([OH:33])[CH2:9][CH2:10][N:11]([CH2:14][CH2:15][NH:16][C:17](=[O:18])[NH:19][c:20]2[cH:21][c:22]([N:26]([CH2:27][CH:28]=[CH2:29])[CH2:30][CH:31]=[CH2:32])[n:23][cH:24][cH:25]2)[CH2:12][CH2:13]1.[NH2:34][CH:35]([C:36](=[O:37])[OH:38])[CH2:39][c:40]1[cH:41][cH:42][c:43]([OH:44])[cH:45][cH:46]1>>[CH2:1]([c:2]1[cH:3][cH:4][cH:5][cH:6][cH:7]1)[C:8]1([OH:33])[CH2:9][CH2:10][N:11]([CH2:14][CH2:15][NH:16][C:17](=[O:18])[NH:19][c:20]2[cH:21][c:22]([NH2:26])[n:23][cH:24][cH:25]2)[CH2:12][CH2:13]1. Reactants: (C═O), ClC(=O)OC1=CC=C(C=C1)OC1=NC=C(C=C1)C(F)(F)F (4-(5-trifluoromethyl-pyridin-2-yloxy)-phenyl chloroformate), ClC1=CC=C(S1)CN1CCNCC1 (1-(5-chloro-thiophen-2-ylmethyl)-piperazine), [K+].[Br-] (KBr). The solvent is CCO (EtOH). Product: FC(C=1C=CC(=NC1)OC1=CC=C(C=C1)OC(=O)N1CCN(CC1)CC=1SC(=CC1)Cl)(F)F (4-(5-Chloro-thiophen-2-ylmethyl)-piperazine-1-carboxylic acid 4-(5-trifluoromethyl-pyridin-2-yloxy)-phenyl ester). As a reaction SMILES: Cl[C:2]([O:4][C:5]1[CH:10]=[CH:9][C:8]([O:11][C:12]2[CH:17]=[CH:16][C:15]([C:18]([F:21])([F:20])[F:19])=[CH:14][N:13]=2)=[CH:7][CH:6]=1)=[O:3].[Cl:22][C:23]1[S:27][C:26]([CH2:28][N:29]2[CH2:34][CH2:33][NH:32][CH2:31][CH2:30]2)=[CH:25][CH:24]=1.[K+].[Br-]>CCO>[F:19][C:18]([F:21])([F:20])[C:15]1[CH:16]=[CH:17][C:12]([O:11][C:8]2[CH:9]=[CH:10][C:5]([O:4][C:2]([N:32]3[CH2:33][CH2:34][N:29]([CH2:28][C:26]4[S:27][C:23]([Cl:22])=[CH:24][CH:25]=4)[CH2:30][CH2:31]3)=[O:3])=[CH:6][CH:7]=2)=[N:13][CH:14]=1 |f:2.3|. Procedure: The hydrochloride of the title compound was prepared from 4-(5-trifluoromethyl-pyridin-2-yloxy)-phenyl chloroformate and 1-(5-chloro-thiophen-2-ylmethyl)-piperazine, yield 48%. White crystals, m.p. 225-226° C. (from EtOH); 1H NMR (DMSO-d6): δ 12.00 (br, 1H), 8.60-8.55 (1H), 8.27-8.21 (dd-like, 1H), 7.33-7.20 (m, 6H), 7.20-7.15 (d, 1H), 4.55 (br s, 2H), 4.40-4.00 (br, 2H), 3.74-3.27 (br, 4H+H2O); 3.27-2.97 (br, 2H); IR (KBr): ν 1723 (C═O) cm1. Reactants: ClC=1C(=C(C=C2C(C(=CN(C12)C1CC1)C(=O)O)=O)F)F (8-chloro-1-cyclopropyl-6,7-difluoro-1,4-dihydro-4-oxo-3-quinolinecarboxylic acid), CNCC1CNCC1C (3-methylaminomethyl-4-methylpyrrolidine), C1CCC2=NCCCN2CC1 (DBU). The solvent is C(C)#N (acetonitrile). Run at time 8 hour. The product is ClC=1C(=C(C=C2C(C(=CN(C12)C1CC1)C(=O)O)=O)F)N1CC(C(C1)C)CNC (8-Chloro-1-cyclopropyl-6-fluoro-1,4-dihydro-7-(3-methylaminomethyl-4-methyl-1-pyrrolidinyl)-4-oxo-3-quinolinecarboxylic acid). Yield: 45.6%. Reaction SMILES: [Cl:1][C:2]1[C:3](F)=[C:4]([F:19])[CH:5]=[C:6]2[C:11]=1[N:10]([CH:12]1[CH2:14][CH2:13]1)[CH:9]=[C:8]([C:15]([OH:17])=[O:16])[C:7]2=[O:18].[CH3:21][NH:22][CH2:23][CH:24]1[CH:28]([CH3:29])[CH2:27][NH:26][CH2:25]1.C1CCN2C(=NCCC2)CC1>C(#N)C>[Cl:1][C:2]1[C:3]([N:26]2[CH2:27][CH:28]([CH3:29])[CH:24]([CH2:23][NH:22][CH3:21])[CH2:25]2)=[C:4]([F:19])[CH:5]=[C:6]2[C:11]=1[N:10]([CH:12]1[CH2:14][CH2:13]1)[CH:9]=[C:8]([C:15]([OH:17])=[O:16])[C:7]2=[O:18]. Procedure: A mixture of 8-chloro-1-cyclopropyl-6,7-difluoro-1,4-dihydro-4-oxo-3-quinolinecarboxylic acid (0.5 g), anhydrous acetonitrile (5 ml), 3-methylaminomethyl-4-methylpyrrolidine (0.32 g) and DBU (0.25 g) was refluxed for an hour and allowed to stand overnight at room temperature. The resulting precipitate was collected by filtration, washed with acetonitrile and ether successively and recrystallized from chloroform-methanol-concentrated aqueous ammonia to give the title compound (0.31 g) as pale yel... Reactants: C(CCCCCCCCCCCCCCC)OCC(CNS(=O)(=O)CCCI)OC (1-hexadecyloxy-3-(3-iodopropylsulfonylamino)-2-methoxypropane), S1C=NC=C1 (thiazole). Yields the product [I-].C(CCCCCCCCCCCCCCC)OCC(CNS(=O)(=O)CCCC=1SC=C[NH+]1)OC (1-hexadecyloxy-2-methoxy-3-(3-thiazoliopropylsulfonylamino)propane iodide). Isolated yield 66.0%. As a reaction SMILES: [CH2:1]([O:17][CH2:18][CH:19]([O:29][CH3:30])[CH2:20][NH:21][S:22]([CH2:25][CH2:26][CH2:27][I:28])(=[O:24])=[O:23])[CH2:2][CH2:3][CH2:4][CH2:5][CH2:6][CH2:7][CH2:8][CH2:9][CH2:10][CH2:11][CH2:12][CH2:13][CH2:14][CH2:15][CH3:16].[S:31]1[CH:35]=[CH:34][N:33]=[CH:32]1>>[I-:28].[CH2:1]([O:17][CH2:18][CH:19]([O:29][CH3:30])[CH2:20][NH:21][S:22]([CH2:25][CH2:26][CH2:27][C:32]1[S:31][CH:35]=[CH:34][NH+:33]=1)(=[O:24])=[O:23])[CH2:2][CH2:3][CH2:4][CH2:5][CH2:6][CH2:7][CH2:8][CH2:9][CH2:10][CH2:11][CH2:12][CH2:13][CH2:14][CH2:15][CH3:16] |f:2.3|. Reported procedure: A solution of 600 mg (1.07 mM) of 1-hexadecyloxy-3-(3-iodopropylsulfonylamino)-2-methoxypropane in 5 ml of thiazole is stirred at 50° C. for 6 hours. After thiazole is evaporated, the residue is purified by the column chromatography on silica gel with a chloroform-methanol (5:1 to 3:1) mixture as an eluent. The product is recrystallized from ether-dichloromethane to give 450 mg (0.70 mM) of 1-hexadecyloxy-2-methoxy-3-(3-thiazoliopropylsulfonylamino)propane iodide Ia11 in 66% yield. Starting materials: COC1CCNCC1, Cc1cc(Nc2cc3cc(C(=O)O)ccc3c(OC(C)C)n2)n[nH]1. Product: COC1CCN(C(=O)c2ccc3c(OC(C)C)nc(Nc4cc(C)[nH]n4)cc3c2)CC1. As a reaction SMILES: [CH3:25][O:26][CH:27]1[CH2:28][CH2:29][NH:30][CH2:31][CH2:32]1.[CH:1]([CH3:2])([CH3:3])[O:4][c:5]1[n:6][c:7]([NH:18][c:19]2[n:20][nH:21][c:22]([CH3:24])[cH:23]2)[cH:8][c:9]2[cH:10][c:11]([C:15](=[O:16])[OH:17])[cH:12][cH:13][c:14]12>>[CH:1]([CH3:2])([CH3:3])[O:4][c:5]1[n:6][c:7]([NH:18][c:19]2[n:20][nH:21][c:22]([CH3:24])[cH:23]2)[cH:8][c:9]2[cH:10][c:11]([C:15](=[O:17])[N:30]3[CH2:29][CH2:28][CH:27]([O:26][CH3:25])[CH2:32][CH2:31]3)[cH:12][cH:13][c:14]12.